describe an organic reaction: reactants, conditions, products, and yield From a dataset of the Open Reaction Database (ORD), a public repository of structured organic reaction records. Starting materials: NC1=C(C#N)C=CC(=C1)C (2-amino-4-methyl benzonitrile), C(C1=CC=CC=C1)(C1=CC=CC=C1)=N (benzophenone imine). The solvent is ClC(C)Cl (dichloroethane). Product: C(C1=CC=CC=C1)(C1=CC=CC=C1)=NC1=C(C#N)C=CC(=C1)C (2-(Benzhydrylidene-amino)-4-methyl-benzonitrile). Isolated yield 78.1%. RXN SMILES: [NH2:1][C:2]1[CH:9]=[C:8]([CH3:10])[CH:7]=[CH:6][C:3]=1[C:4]#[N:5].[C:11](=N)([C:18]1[CH:23]=[CH:22][CH:21]=[CH:20][CH:19]=1)[C:12]1[CH:17]=[CH:16][CH:15]=[CH:14][CH:13]=1>ClC(Cl)C>[C:11](=[N:1][C:2]1[CH:9]=[C:8]([CH3:10])[CH:7]=[CH:6][C:3]=1[C:4]#[N:5])([C:12]1[CH:17]=[CH:16][CH:15]=[CH:14][CH:13]=1)[C:18]1[CH:23]=[CH:22][CH:21]=[CH:20][CH:19]=1. Reported procedure: To a solution of 2-amino-4-methyl benzonitrile (20 g, 151 mmol) in 1000 mL of dichloroethane is added benzophenone imine (30 g, 166 mmol). The solution is refluxed for 48 hours After this time, the solution is cooled to ambient temperatures. The solution is washed with sat. NaHCO3, water and sat. NaCl. The organic layer is dried over MgSO4, filtered and concentrated under vacuum. The product is further purified by recrystallization from t-butyl ether. The title compound (25.5 g, 118 mmol) is obt... The reactants are CC(C)c1cc(C#N)cc2nc(-c3ccc(C(=O)NCC4CCNCC4)cc3)oc12, CCOC(C)=O, O=C(Cl)CCC1CCCCC1, CCN(C(C)C)C(C)C, ClCCl, O. The product is CC(C)c1cc(C#N)cc2nc(-c3ccc(C(=O)NCC4CCN(C(=O)CCC5CCCCC5)CC4)cc3)oc12. RXN SMILES: [C:1](#[N:2])[c:3]1[cH:4][c:5]([CH:28]([CH3:29])[CH3:30])[c:6]2[c:7]([n:8][c:9](-[c:11]3[cH:12][cH:13][c:14]([C:15](=[O:16])[NH:17][CH2:18][CH:19]4[CH2:20][CH2:21][NH:22][CH2:23][CH2:24]4)[cH:25][cH:26]3)[o:10]2)[cH:27]1.[CH3:54][CH2:55][O:56][C:57](=[O:58])[CH3:59].[CH:31]1([CH2:37][CH2:38][C:39](=[O:40])[Cl:41])[CH2:32][CH2:33][CH2:34][CH2:35][CH2:36]1.[CH:42]([N:43]([CH:44]([CH3:45])[CH3:46])[CH2:47][CH3:48])([CH3:49])[CH3:50].[Cl:51][CH2:52][Cl:53].[OH2:60]>>[C:1](#[N:2])[c:3]1[cH:4][c:5]([CH:28]([CH3:29])[CH3:30])[c:6]2[c:7]([n:8][c:9](-[c:11]3[cH:12][cH:13][c:14]([C:15](=[O:16])[NH:17][CH2:18][CH:19]4[CH2:20][CH2:21][N:22]([C:39]([CH2:38][CH2:37][CH:31]5[CH2:32][CH2:33][CH2:34][CH2:35][CH2:36]5)=[O:40])[CH2:23][CH2:24]4)[cH:25][cH:26]3)[o:10]2)[cH:27]1. The reactants are COC1=C(C(=CC=C1)OC)C1=CC(=NN1C1=C(C=C(C=C1)C(N(CCCN(C)C)C)=O)C(C)C)C(=O)NC1(C2CC3CC(CC1C3)C2)C(=O)O (2-[5-(2,6-dimethoxyphenyl)-1-[4-[N-methyl-N-(3-dimethylaminopropyl)carbamoyl]-2-isopropylphenyl]-3-pyrazolylcarbonylamino]-2-adamantanecarboxylic acid), P(O)(O)(O)=O (orthophosphoric acid). Run in C(Cl)Cl (DCM), CCO (EtOH). Run at temperature 50 celsius, time 1 hour. The product is P(=O)(O)(O)O.COC1=C(C(=CC=C1)OC)C1=CC(=NN1C1=C(C=C(C=C1)C(N(CCCN(C)C)C)=O)C(C)C)C(=O)NC1(C2CC3CC(CC1C3)C2)C(=O)O (2-[5-(2,6-Dimethoxyphenyl)-1-[4-[N-methyl-N-(3-dimethylaminopropyl)carbamoyl]-2-isopropylphenyl]-3-pyrazolylcarbonylamino]-2-adamantanecarboxylic acid dihydrogen phosphate). The yield is 35.0%. As a reaction SMILES: [CH3:1][O:2][C:3]1[CH:8]=[CH:7][CH:6]=[C:5]([O:9][CH3:10])[C:4]=1[C:11]1[N:15]([C:16]2[CH:21]=[CH:20][C:19]([C:22](=[O:31])[N:23]([CH3:30])[CH2:24][CH2:25][CH2:26][N:27]([CH3:29])[CH3:28])=[CH:18][C:17]=2[CH:32]([CH3:34])[CH3:33])[N:14]=[C:13]([C:35]([NH:37][C:38]2([C:48]([OH:50])=[O:49])[CH:45]3[CH2:46][CH:41]4[CH2:42][CH:43]([CH2:47][CH:39]2[CH2:40]4)[CH2:44]3)=[O:36])[CH:12]=1.[P:51](=[O:55])([OH:54])([OH:53])[OH:52]>C(Cl)Cl.CCO>[P:51]([OH:55])([OH:54])([OH:53])=[O:52].[CH3:10][O:9][C:5]1[CH:6]=[CH:7][CH:8]=[C:3]([O:2][CH3:1])[C:4]=1[C:11]1[N:15]([C:16]2[CH:21]=[CH:20][C:19]([C:22](=[O:31])[N:23]([CH3:30])[CH2:24][CH2:25][CH2:26][N:27]([CH3:28])[CH3:29])=[CH:18][C:17]=2[CH:32]([CH3:34])[CH3:33])[N:14]=[C:13]([C:35]([NH:37][C:38]2([C:48]([OH:50])=[O:49])[CH:39]3[CH2:40][CH:41]4[CH2:42][CH:43]([CH2:44][CH:45]2[CH2:46]4)[CH2:47]3)=[O:36])[CH:12]=1 |f:4.5|. Reported procedure: A mixture of 0.1 g of the compound obtained in EXAMPLE 1' and 0.017 g of 85% orthophosphoric acid in 2 ml of DCM and 3 ml of EtOH is left stirring for 1 hour at. RT. It is partially concentrated under vacuum and poured into 10 ml of ether cooled to 50° C., and the precipitate formed is drained. 0.04 g of the expected product is obtained after drying at 60° C. The reactants are c1(S(=O)(=O)[O-])ccc(cc1)C.c1(c(ccc[n+]1C)C)F, n1c(nc2c(c1c1cnc(nc1)N)CCN2C1CC(C1)(F)F)N1CCOC[C@@H]1CO. The reagents and catalysts are c1ccc(cc1)-c2c3ccccc3cc4ccccc24 (9-Phenylanthracene). Run in C1CCOC1 (THF). Conditions: temperature 25 celsius, time 18 hour. Product: Nc1ncc(cn1)c2nc(nc3N(CCc23)C4CC(F)(F)C4)N5CCOC[C@@H]5CF. Reaction SMILES: [NH2:1][c:2]1[n:7][cH:6][c:5]([c:8]2[c:16]([c:12]3[n:11][c:10]([N:23]4[C@@H:28]([CH2:29]O)[CH2:27][O:26][CH2:25][CH2:24]4)[n:9]2)[CH2:15][CH2:14][N:13]3[CH:17]5[CH2:22][C:19]([F:21])([F:20])[CH2:18]5)[cH:4][n:3]1.Cc1ccc(S([O-])(=O)=O)cc1.Cc2c([F:30])[n+](C)ccc2>>[NH2:1][c:2]1[n:7][cH:6][c:5]([c:8]2[c:16]([c:12]3[n:11][c:10]([N:23]4[C@@H:28]([CH2:29][F:30])[CH2:27][O:26][CH2:25][CH2:24]4)[n:9]2)[CH2:15][CH2:14][N:13]3[CH:17]5[CH2:22][C:19]([F:21])([F:20])[CH2:18]5)[cH:4][n:3]1. Starting materials: C(C1=CC=CC=C1)N(CC1(CC1)CI)CC(=O)OC (methyl (benzyl{[1-(iodomethyl)cyclopropyl]methyl}amino)acetate), CN(C)C=O (DMF), [H-].[Na+] (sodium hydride), methyl ester. Run at time 1 hour. The product is C(C1=CC=CC=C1)N1CC2(CC2)CC1C(=O)O (5-Benzyl-5-azaspiro[2.4]heptane-6-carboxylic acid). RXN SMILES: [CH2:1]([N:8]([CH2:15][C:16]([O:18]C)=[O:17])[CH2:9][C:10]1([CH2:13]I)[CH2:12][CH2:11]1)[C:2]1[CH:7]=[CH:6][CH:5]=[CH:4][CH:3]=1.CN(C=O)C.[H-].[Na+]>>[CH2:1]([N:8]1[CH:15]([C:16]([OH:18])=[O:17])[CH2:13][C:10]2([CH2:12][CH2:11]2)[CH2:9]1)[C:2]1[CH:7]=[CH:6][CH:5]=[CH:4][CH:3]=1 |f:2.3|. Procedure: To a stirred solution of methyl (benzyl{[1-(iodomethyl)cyclopropyl]methyl}amino)acetate (0.10 g, 0.00027 mol) in DMF (2.0 mL, 0.026 mol) at RT was added sodium hydride (16 mg, 0.00040 mol). The reaction mixture was stirred at RT for 1 h to achieve the desired cyclization and hydrolysis of the methyl ester. The reaction was quenched by the addition of water and acidified with 1 N HCl to pH 3-4 and washed with EtOAc. The aqueous layer was concentrated in vacuo to afford the desired product as a ye... The reactants are CCOC(C)=O, O=C1CN(C(=O)c2ccc(Cl)cc2)Cc2ccccc2N1, [H-], O=[N+]([O-])c1ccc(CCl)cc1, [Na+], CN(C)C=O. Yields the product O=C(c1ccc(Cl)cc1)N1CC(=O)N(Cc2ccc([N+](=O)[O-])cc2)c2ccccc2C1. Reaction SMILES: [CH3:35][CH2:36][O:37][C:38](=[O:39])[CH3:40].[Cl:1][c:2]1[cH:3][cH:4][c:5]([C:6](=[O:7])[N:8]2[CH2:9][C:10](=[O:19])[NH:11][c:12]3[c:13]([cH:15][cH:16][cH:17][cH:18]3)[CH2:14]2)[cH:20][cH:21]1.[H-:22].[N+:24](=[O:25])([O-:26])[c:27]1[cH:28][cH:29][c:30]([CH2:31][Cl:32])[cH:33][cH:34]1.[Na+:23].[O:41]=[CH:42][N:43]([CH3:44])[CH3:45]>>[Cl:1][c:2]1[cH:3][cH:4][c:5]([C:6](=[O:7])[N:8]2[CH2:9][C:10](=[O:19])[N:11]([CH2:31][c:30]3[cH:29][cH:28][c:27]([N+:24](=[O:25])[O-:26])[cH:34][cH:33]3)[c:12]3[c:13]([cH:15][cH:16][cH:17][cH:18]3)[CH2:14]2)[cH:20][cH:21]1. Reactants: C(C)N1C2=CC=CC=C2C=2C=C(C=CC12)C(=O)C1=C(C(=O)O)C=CC=C1 (2-[(9-ethyl-3-carbazolyl)carbonyl]benzoic acid), CN(C1=CC(=CC=C1)N(C)C)C (N,N,N',N'-tetramethyl-m-phenylenediamine), C(C)(=O)OC(C)=O (acetic anhydride). Yields the product CN(C1=C(C=CC(=C1)N(C)C)C1(OC(=O)C2=CC=CC=C12)C=1C=CC=2N(C3=CC=CC=C3C2C1)CC)C (3-[2,4-bis(dimethylamino)phenyl]-3-(9-ethyl-3-carbazolyl)phthalide). Reaction SMILES: [CH2:1]([N:3]1[C:15]2[CH:14]=[CH:13][C:12]([C:16]([C:18]3[CH:26]=[CH:25][CH:24]=[CH:23][C:19]=3[C:20]([OH:22])=[O:21])=O)=[CH:11][C:10]=2[C:9]2[C:4]1=[CH:5][CH:6]=[CH:7][CH:8]=2)[CH3:2].[CH3:27][N:28]([CH3:38])[C:29]1[CH:34]=[CH:33][CH:32]=[C:31]([N:35]([CH3:37])[CH3:36])[CH:30]=1.C(OC(=O)C)(=O)C>>[CH3:36][N:35]([CH3:37])[C:31]1[CH:30]=[C:29]([N:28]([CH3:38])[CH3:27])[CH:34]=[CH:33][C:32]=1[C:16]1([C:12]2[CH:13]=[CH:14][C:15]3[N:3]([CH2:1][CH3:2])[C:4]4[C:9]([C:10]=3[CH:11]=2)=[CH:8][CH:7]=[CH:6][CH:5]=4)[C:18]2[C:19](=[CH:23][CH:24]=[CH:25][CH:26]=2)[C:20](=[O:22])[O:21]1. Procedure details: A mixture of 3.43 g (0.01 mole) of 2-[(9-ethyl-3-carbazolyl)carbonyl]benzoic acid, 1.80 g (0.011 mole) of N,N,N',N'-tetramethyl-m-phenylenediamine and 4.0 ml of acetic anhydride was interacted in a manner similar to that described in Example 1, part C above to yield 3-[2,4-bis(dimethylamino)phenyl]-3-(9-ethyl-3-carbazolyl)phthalide (Formula V: R0 =R1 =R2 =R3 =H; R=CH3 ; R4 =N(CH3)2 ; R8 =CH2CH3) which melted over the range 134°-142° C. A significant infrared absorption maximum appeared at 1753 c... Starting materials: ClCC[C@@H]1CC(C2=CC=C(C=C2C1(C)C)C)(C)C ((S)-3-(2-chloroethyl)-1,1,4,4,6-pentamethyl-1,2,3,4-tetrahydronaphthalene), Cl (hydrochloric acid), [H-].[Li+].[Al+3].[H-].[H-].[H-] (aluminum lithium hydride), resultant mixture. Run in O1CCCC1 (tetrahydrofuran), O1CCCC1 (tetrahydrofuran). Product: C(C)[C@@H]1CC(C2=CC=C(C=C2C1(C)C)C)(C)C ((R)-3-ethyl-1,1,4,4,6-pentamethyl-1,2,3,4-tetrahydronaphthalene). Isolated yield 95.3%. Reaction SMILES: [H-].[Li+].[Al+3].[H-].[H-].[H-].Cl[CH2:8][CH2:9][C@H:10]1[C:19]([CH3:21])([CH3:20])[C:18]2[C:13](=[CH:14][CH:15]=[C:16]([CH3:22])[CH:17]=2)[C:12]([CH3:24])([CH3:23])[CH2:11]1.Cl>O1CCCC1>[CH2:9]([C@H:10]1[C:19]([CH3:21])([CH3:20])[C:18]2[C:13](=[CH:14][CH:15]=[C:16]([CH3:22])[CH:17]=2)[C:12]([CH3:23])([CH3:24])[CH2:11]1)[CH3:8] |f:0.1.2.3.4.5|. Reported procedure: To a suspension of aluminum lithium hydride (6.5 g; 0.171 mol) in tetrahydrofuran (100 ml), a solution of (S)-3-(2-chloroethyl)-1,1,4,4,6-pentamethyl-1,2,3,4-tetrahydronaphthalene ([α]546 --33.4° (C=1.17 in ethanol)) (44.8 g; 0.169 mol) in tetrahydrofuran was dropwise added thereto. The resultant mixture was heated with reflux for 12 hours and then cooled. The cooled mixture was treated with dilute hydrochloric acid and extracted with n-hexane. The extract was washed with saturated sodium chlori... Reactants: O=C([O-])O, CCO, Cl, NO, [Na+], C1CCOC1, O, CC(C)(C)c1cc(Br)c(O)c(C=O)c1. Yields the product CC(C)(C)c1cc(Br)c(O)c(C=NO)c1. As a reaction SMILES: [C:18](=[O:19])([OH:20])[O-:21].[CH3:23][CH2:24][OH:25].[ClH:15].[NH2:16][OH:17].[Na+:22].[O:27]1[CH2:28][CH2:29][CH2:30][CH2:31]1.[OH2:26].[OH:1][c:2]1[c:3]([CH:4]=[O:5])[cH:6][c:7]([C:11]([CH3:12])([CH3:13])[CH3:14])[cH:8][c:9]1[Br:10]>>[OH:1][c:2]1[c:3]([CH:4]=[N:16][OH:17])[cH:6][c:7]([C:11]([CH3:12])([CH3:13])[CH3:14])[cH:8][c:9]1[Br:10]. Starting materials: Cl.NC=1SC=C(N1)CCl (2-amino-4-chloromethyl-thiazole hydrochloride), Cl.CNOC (N,O-dimethylhydroxylamine hydrochloride), CCN(C(C)C)C(C)C (DIPEA). The solvent is C1CCOC1 (THF). Yields the product NC=1SC=C(N1)CN(C)OC (2-Amino-4-(N-methoxy-N-methyl-aminomethyl)thiazole). Yield: 119.3%. RXN SMILES: Cl.[NH2:2][C:3]1[S:4][CH:5]=[C:6]([CH2:8]Cl)[N:7]=1.Cl.[CH3:11][NH:12][O:13][CH3:14].CCN(C(C)C)C(C)C>C1COCC1>[NH2:2][C:3]1[S:4][CH:5]=[C:6]([CH2:8][N:12]([O:13][CH3:14])[CH3:11])[N:7]=1 |f:0.1,2.3|. Reported procedure: A mixture of 2-amino-4-chloromethyl-thiazole hydrochloride (27.8 g, 0.15 mol), N,O-dimethylhydroxylamine hydrochloride (87.8 g, 0.90 mol), and anhydrous THF (300 mL) was rapidly stirred and DIPEA (157 mL, 0.90 mol) was added. The resulting mixture was heated at 60 C for 10-15 hours. The mixture was cooled in an ice/salt bath and the solid byproduct (DIPEA hydrochloride) was removed by filtration and washed with cold THF (300 mL). The combined filtrate was concentrated to afford the title compoun...